describe an organic reaction: reactants, conditions, products, and yield From a dataset of the Open Reaction Database (ORD), a public repository of structured organic reaction records. Reactants: O=Cc1cnn2c(NC3CC3)cc(-c3csc(CBr)c3)nc12, O=C([O-])[O-], C1CCNC1, [K+], [K+], CN(C)C=O, O. Product: O=Cc1cnn2c(NC3CC3)cc(-c3csc(CN4CCCC4)c3)nc12. As a reaction SMILES: [Br:7][CH2:8][c:9]1[cH:10][c:11](-[c:14]2[n:15][c:16]3[n:17]([c:18]([NH:20][CH:21]4[CH2:22][CH2:23]4)[cH:19]2)[n:24][cH:25][c:26]3[CH:27]=[O:28])[cH:12][s:13]1.[C:1](=[O:2])([O-:3])[O-:4].[CH2:29]1[CH2:30][CH2:31][NH:32][CH2:33]1.[K+:5].[K+:6].[O:35]=[CH:36][N:37]([CH3:38])[CH3:39].[OH2:34]>>[CH2:8]([c:9]1[cH:10][c:11](-[c:14]2[n:15][c:16]3[n:17]([c:18]([NH:20][CH:21]4[CH2:22][CH2:23]4)[cH:19]2)[n:24][cH:25][c:26]3[CH:27]=[O:28])[cH:12][s:13]1)[N:32]1[CH2:31][CH2:30][CH2:29][CH2:33]1. Product: Cc1c(N)cc(Br)c(Oc2cc(CO)c(O)c(C(C)C)c2)c1Br. The reactants are Cc1c([N+](=O)[O-])cc(Br)c(Oc2cc(CO)c(O)c(C(C)C)c2)c1Br, CCO, [Na+], [Na+], [Na+], O=C([O-])O, O=S([O-])S(=O)[O-]. As a reaction SMILES: [Br:1][c:2]1[c:3]([O:4][c:5]2[cH:6][c:7]([CH2:15][OH:16])[c:8]([OH:14])[c:9]([CH:11]([CH3:12])[CH3:13])[cH:10]2)[c:17]([Br:25])[cH:18][c:19]([N+:22]([O-:23])=[O:24])[c:20]1[CH3:21].[CH3:39][CH2:40][OH:41].[Na+:32].[Na+:33].[Na+:38].[O-:34][C:35]([OH:36])=[O:37].[S:26]([S:27]([O-:28])=[O:29])([O-:30])=[O:31]>>[Br:1][c:2]1[c:3]([O:4][c:5]2[cH:6][c:7]([CH2:15][OH:16])[c:8]([OH:14])[c:9]([CH:11]([CH3:12])[CH3:13])[cH:10]2)[c:17]([Br:25])[cH:18][c:19]([NH2:22])[c:20]1[CH3:21]. The reactants are [Cl-].[NH4+] (ammonium chloride), [H-].[Na+] (sodium hydride), OC1=CC(=C(C=C1)NC(OC)=O)C (methyl N-(4-hydroxy-2-methylphenyl)carbamate), BrCC=1SC2=C(N1)C=CC(=C2)OC (2-bromomethyl-6-methoxybenzothiazole). Run in CN(C=O)C (dimethylformamide). Run at time 15 minute. The product is COC1=CC2=C(N=C(S2)COC2=CC(=C(C=C2)NC(OC)=O)C)C=C1 (Methyl N-[4-(6-methoxybenzothiazol-2-ylmethoxy)-2-methylphenyl]carbamate). Yield: 67.8%. RXN SMILES: [H-].[Na+].[OH:3][C:4]1[CH:9]=[CH:8][C:7]([NH:10][C:11](=[O:14])[O:12][CH3:13])=[C:6]([CH3:15])[CH:5]=1.Br[CH2:17][C:18]1[S:19][C:20]2[CH:26]=[C:25]([O:27][CH3:28])[CH:24]=[CH:23][C:21]=2[N:22]=1.[Cl-].[NH4+]>CN(C)C=O>[CH3:28][O:27][C:25]1[CH:24]=[CH:23][C:21]2[N:22]=[C:18]([CH2:17][O:3][C:4]3[CH:9]=[CH:8][C:7]([NH:10][C:11](=[O:14])[O:12][CH3:13])=[C:6]([CH3:15])[CH:5]=3)[S:19][C:20]=2[CH:26]=1 |f:0.1,4.5|. Procedure details: 23 mg of sodium hydride (as a 60% w/w dispersion in mineral oil) were added to a solution of 82 mg of methyl N-(4-hydroxy-2-methylphenyl)carbamate [prepared as described in Example 15(a) above] in 5 ml of dimethylformamide cooled in an ice-water bath. The resulting mixture was stirred at the same temperature for 15 minutes, and then 150 mg of 2-bromomethyl-6-methoxybenzothiazole [prepared as described in Example 6(a) above] were added. The temperature of the resulting mixture was elevated to roo...